Dataset: the Open Reaction Database (ORD), a public repository of structured organic reaction records. Task: describe an organic reaction: reactants, conditions, products, and yield Yields the product FC1=C(C=CC(=C1)OC[C@@H]1CC[C@H](CC1)OC1OCCCC1)C1=CC(N(C=C1)CC[C@](C(=O)NOC1OCCCC1)(S(=O)(=O)C)C)=O ((2R)-4-[4-(2-fluoro-4-{[trans-4-(tetrahydro-2H-pyran-2-yloxy)cyclohexyl]methoxy}phenyl)-2-oxopyridin-1(2H)-yl]-2-methyl-2-(methylsulfonyl)-N-(tetrahydro-2H-pyran-2-yloxy)butanamide). Reaction SMILES: I[C:2]1[CH:7]=[CH:6][N:5]([CH2:8][CH2:9][C@@:10]([CH3:25])([S:21]([CH3:24])(=[O:23])=[O:22])[C:11]([NH:13][O:14][C@@H:15]2[CH2:20][CH2:19][CH2:18][CH2:17][O:16]2)=[O:12])[C:4](=[O:26])[CH:3]=1.[F:27][C:28]1[CH:29]=[C:30]([CH:46]=[CH:47][C:48]=1B1OC(C)(C)C(C)(C)O1)[O:31][CH2:32][C@H:33]1[CH2:38][CH2:37][C@H:36]([O:39][CH:40]2[CH2:45][CH2:44][CH2:43][CH2:42][O:41]2)[CH2:35][CH2:34]1.C[C@@](S(C)(=O)=O)(CCN1C=CC(C2C=CC(OC[C@H]3CC[C@@H](OC4CCCCO4)CC3)=CC=2)=CC1=O)C(NOC1CCCCO1)=O>>[F:27][C:28]1[CH:29]=[C:30]([O:31][CH2:32][C@H:33]2[CH2:38][CH2:37][C@H:36]([O:39][CH:40]3[CH2:45][CH2:44][CH2:43][CH2:42][O:41]3)[CH2:35][CH2:34]2)[CH:46]=[CH:47][C:48]=1[C:2]1[CH:7]=[CH:6][N:5]([CH2:8][CH2:9][C@@:10]([CH3:25])([S:21]([CH3:24])(=[O:23])=[O:22])[C:11]([NH:13][O:14][CH:15]2[CH2:20][CH2:19][CH2:18][CH2:17][O:16]2)=[O:12])[C:4](=[O:26])[CH:3]=1. Yield: 795.9%. The reactants are IC1=CC(N(C=C1)CC[C@](C(=O)NO[C@H]1OCCCC1)(S(=O)(=O)C)C)=O ((2R)-4-(4-iodo-2-oxopyridin-1(2H)-yl)-2-methyl-2-(methylsulfonyl)-N-[(2R)-tetrahydro-2H-pyran-2-yloxy]butanamide), FC=1C=C(OC[C@@H]2CC[C@H](CC2)OC2OCCCC2)C=CC1B1OC(C(O1)(C)C)(C)C ((+/−)-2-[(trans-4-{[3-fluoro-4-(4,4,5,5-tetramethyl-1,3,2-dioxaborolan-2-yl)phenoxy]methyl}cyclohexyl)oxy]tetrahydro-2H-pyran), C[C@](C(=O)NOC1OCCCC1)(CCN1C(C=C(C=C1)C1=CC=C(C=C1)OC[C@@H]1CC[C@@H](CC1)OC1OCCCC1)=O)S(=O)(=O)C ((2R)-2-methyl-2-(methylsulfonyl)-4-[2-oxo-4-(4-{[cis-4-(tetrahydro-2H-pyran-2-yloxy)cyclohexyl]methoxy}phenyl)pyridin-1 (2H)-yl]-N-(tetrahydro-2H-pyran-2-yloxy)butanamide). Procedure details: The title compound (366 mg, 65.5 mmol) was prepared from (2R)-4-(4-iodo-2-oxopyridin-1(2H)-yl)-2-methyl-2-(methylsulfonyl)-N-[(2R)-tetrahydro-2H-pyran-2-yloxy]butanamide (0.410 g, 8.23 mmol) and (+/−)-2-[(trans-4-{[3-fluoro-4-(4,4,5,5-tetramethyl-1,3,2-dioxaborolan-2-yl)phenoxy]methyl}cyclohexyl)oxy]tetrahydro-2H-pyran (0.358 g, 8.23 mmol) by a procedure analogous to that described for (2R)-2-methyl-2-(methylsulfonyl)-4-[2-oxo-4-(4-{[cis-4-(tetrahydro-2H-pyran-2-yloxy)cyclohexyl]methoxy}phenyl)p...